Dataset: the Open Reaction Database (ORD), a public repository of structured organic reaction records. Task: describe an organic reaction: reactants, conditions, products, and yield The reactants are ClC=1C=C(C=CC1)C=CC1=C(C(=O)O)C=CC=C1OC (2-[2-(3-chlorophenyl)-vinyl]-3-methoxybenzoic acid), [H][H] (hydrogen). Reagents/catalysts: [Pd].[O-]S(=O)(=O)[O-].[Ba+2] (Pd BaSO4). Run in CO (methanol). The product is ClC=1C=C(C=CC1)CCC1=C(C(=O)O)C=CC=C1OC (2-[2-(3-Chlorophenyl)-ethyl]-3-methoxybenzoic acid). Yield: 87.0%. As a reaction SMILES: [Cl:1][C:2]1[CH:3]=[C:4]([CH:8]=[CH:9][C:10]2[C:18]([O:19][CH3:20])=[CH:17][CH:16]=[CH:15][C:11]=2[C:12]([OH:14])=[O:13])[CH:5]=[CH:6][CH:7]=1.[H][H]>[Pd].[O-]S([O-])(=O)=O.[Ba+2].CO>[Cl:1][C:2]1[CH:3]=[C:4]([CH2:8][CH2:9][C:10]2[C:18]([O:19][CH3:20])=[CH:17][CH:16]=[CH:15][C:11]=2[C:12]([OH:14])=[O:13])[CH:5]=[CH:6][CH:7]=1 |f:2.3.4|. Procedure: For the synthesis of the title compound, 6.0 g of 2-[2-(3-chlorophenyl)-vinyl]-3-methoxybenzoic acid, 0.6 g of Pd/BaSO4 (5%), 4 l of hydrogen and 150 ml of methanol are employed in method J (variant 1). Yield: 87%; m.p.: 91° C.; C16H15ClO3 (Mr=290.75) The reactants are Br, CC(=O)O, COc1ccccc1SC(F)(F)F, O. Product: Oc1ccccc1SC(F)(F)F. Reaction SMILES: [BrH:14].[CH3:15][C:16](=[O:17])[OH:18].[F:1][C:2]([F:3])([F:4])[S:5][c:6]1[c:7]([O:12][CH3:13])[cH:8][cH:9][cH:10][cH:11]1.[OH2:19]>>[F:1][C:2]([F:3])([F:4])[S:5][c:6]1[c:7]([OH:12])[cH:8][cH:9][cH:10][cH:11]1. The reactants are C[O-].[Na+] (NaOMe), C(C1=CC=CC=C1)(=O)O[C@@H]1[C@@H]([C@@H](SC2=CC=CC=C2)O[C@H]([C@@H]1OC(C1=CC=CC=C1)=O)C)OCC1=CC=C(C=C1)OC (phenyl 6-deoxy-3,4-di-O-benzoyl-2-O-(4-methoxybenzyl)-1-thio-β-L-allopyranoside). Solvent: CO (MeOH). Conditions: time 2 hour. Product: COC1=CC=C(CO[C@@H]2[C@@H](SC3=CC=CC=C3)O[C@H]([C@@H]([C@@H]2O)O)C)C=C1 (phenyl 6-deoxy-2-O-(4-methoxybenzyl)-1-thio-β-L-allopyranoside). Isolated yield 72.0%. RXN SMILES: C([O:9][C@H:10]1[C@@H:22]([O:23]C(=O)C2C=CC=CC=2)[C@H:21]([CH3:32])[O:20][C@H:12]([S:13][C:14]2[CH:19]=[CH:18][CH:17]=[CH:16][CH:15]=2)[C@H:11]1[O:33][CH2:34][C:35]1[CH:40]=[CH:39][C:38]([O:41][CH3:42])=[CH:37][CH:36]=1)(=O)C1C=CC=CC=1.C[O-].[Na+]>CO>[CH3:42][O:41][C:38]1[CH:37]=[CH:36][C:35]([CH2:34][O:33][C@H:11]2[C@@H:10]([OH:9])[C@@H:22]([OH:23])[C@H:21]([CH3:32])[O:20][C@@H:12]2[S:13][C:14]2[CH:15]=[CH:16][CH:17]=[CH:18][CH:19]=2)=[CH:40][CH:39]=1 |f:1.2|. Reported procedure: To a solution of crude phenyl 6-deoxy-3,4-di-O-benzoyl-2-O-(4-methoxybenzyl)-1-thio-β-L-allopyranoside β-13 in 20 mL of MeOH is added NaOMe (200 mg, 3.8 mmol). The reaction mixture is stirred at room temperature for 2 h and then neutralized with Amberlite resin. The solution is filtered, washed several times with MeOH and concentrated in vacua. The crude product is purified by flash chromatography (60% EtOAc/petroleum ether) to afford 1.01 g (72%, 3 steps) of phenyl 6-deoxy-2-O-(4-methoxybenzyl)... Reactants: COc1ccc(CNC(=O)c2cc(C#N)ccc2NC2CCNC2)cc1OC, CC(=O)OC(C)=O, c1ccncc1. Product: COc1ccc(CNC(=O)c2cc(C#N)ccc2NC2CCN(C(C)=O)C2)cc1OC. Reaction SMILES: [C:8](#[N:9])[c:10]1[cH:11][cH:12][c:13]([NH:30][CH:31]2[CH2:32][NH:33][CH2:34][CH2:35]2)[c:14]([C:15](=[O:16])[NH:17][CH2:18][c:19]2[cH:20][c:21]([O:27][CH3:28])[c:22]([O:25][CH3:26])[cH:23][cH:24]2)[cH:29]1.[CH3:1][C:2](=[O:3])[O:4][C:5](=[O:6])[CH3:7].[cH:36]1[cH:37][cH:38][n:39][cH:40][cH:41]1>>[CH3:1][C:2](=[O:3])[N:33]1[CH2:32][CH:31]([NH:30][c:13]2[cH:12][cH:11][c:10]([C:8]#[N:9])[cH:29][c:14]2[C:15](=[O:16])[NH:17][CH2:18][c:19]2[cH:20][c:21]([O:27][CH3:28])[c:22]([O:25][CH3:26])[cH:23][cH:24]2)[CH2:35][CH2:34]1. Reactants: Cc1cc(Br)nc(C)n1, CC(c1ccc(B2OC(C)(C)C(C)(C)O2)cc1)N1CCC(CCCO)(c2ccc(F)cc2)OC1=O. Yields the product Cc1cc(-c2ccc(C(C)N3CCC(CCCO)(c4ccc(F)cc4)OC3=O)cc2)nc(C)n1. As a reaction SMILES: [Br:36][c:37]1[n:38][c:39]([CH3:44])[n:40][c:41]([CH3:43])[cH:42]1.[F:1][c:2]1[cH:3][cH:4][c:5]([C:8]2([CH2:32][CH2:33][CH2:34][OH:35])[CH2:9][CH2:10][N:11]([CH:15]([CH3:16])[c:17]3[cH:18][cH:19][c:20]([B:23]4[O:24][C:25]([CH3:26])([CH3:27])[C:28]([CH3:29])([CH3:30])[O:31]4)[cH:21][cH:22]3)[C:12](=[O:14])[O:13]2)[cH:6][cH:7]1>>[F:1][c:2]1[cH:3][cH:4][c:5]([C:8]2([CH2:32][CH2:33][CH2:34][OH:35])[CH2:9][CH2:10][N:11]([CH:15]([CH3:16])[c:17]3[cH:18][cH:19][c:20](-[c:37]4[n:38][c:39]([CH3:44])[n:40][c:41]([CH3:43])[cH:42]4)[cH:21][cH:22]3)[C:12](=[O:14])[O:13]2)[cH:6][cH:7]1.